From a dataset of the Open Reaction Database (ORD), a public repository of structured organic reaction records. describe an organic reaction: reactants, conditions, products, and yield Starting materials: C(=O)(O)COC=1C(=CC(=[N+](C1)[O-])C)[N+](=O)[O-] (5-Carboxymethoxy-2-methyl-4-nitropyridine N-oxide), C([O-])([O-])=O.[K+].[K+] (potassium carbonate), IC (iodomethane). Solvent: CN(C)C=O (DMF). Reaction conditions: time 3 day. Yields the product COC(=O)COC=1C(=CC(=[N+](C1)[O-])C)[N+](=O)[O-] (5-Methoxycarbonylmethoxy-2-methyl-4-nitropyridine N-oxide). Yield: 59.7%. RXN SMILES: [C:1]([CH2:4][O:5][C:6]1[C:7]([N+:14]([O-:16])=[O:15])=[CH:8][C:9]([CH3:13])=[N+:10]([O-:12])[CH:11]=1)([OH:3])=[O:2].[C:17](=O)([O-])[O-].[K+].[K+].IC>CN(C=O)C>[CH3:17][O:2][C:1]([CH2:4][O:5][C:6]1[C:7]([N+:14]([O-:16])=[O:15])=[CH:8][C:9]([CH3:13])=[N+:10]([O-:12])[CH:11]=1)=[O:3] |f:1.2.3|. Reported procedure: The carboxylic acid (c) (8.4 g) in DMF (100 ml) was treated with potassium carbonate (7.6 g) and iodomethane (2.8 ml) and stirred for 3 days. After evaporation of solvent, water (200 ml) was added and the solid filtered off and dried under vacuum to give the product (5.32 g). Starting materials: COc1cccc(CCCO)c1, BrP(Br)Br, c1ccccc1. Product: COc1cccc(CCCBr)c1. RXN SMILES: [CH3:1][O:2][c:3]1[cH:4][c:5]([CH2:9][CH2:10][CH2:11][OH:12])[cH:6][cH:7][cH:8]1.[P:13]([Br:14])([Br:15])[Br:16].[cH:17]1[cH:18][cH:19][cH:20][cH:21][cH:22]1>>[CH3:1][O:2][c:3]1[cH:4][c:5]([CH2:9][CH2:10][CH2:11][Br:14])[cH:6][cH:7][cH:8]1. The reactants are C(C)OC(=O)[C@]1([C@@H]2[C@H]([C@@H]2[C@H](C1)SC1=NNC=N1)C(=O)OCC)NC(=O)OC(C)(C)C (diethyl(1R,2S,4S,5R,6R)-2-tert-butoxycarbonylamino-4-(1H-[1,2,4]triazol-3-ylsulfanyl)-bicyclo[3.1.0]hexane-2,6-dicarboxylate), aqueous solution, [OH-].[Li+] (lithium hydroxide). The solvent is O1CCCC1 (tetrahydrofuran). Reaction conditions: time 8 hour. Product: C(C)(C)(C)OC(=O)N[C@@]1([C@@H]2[C@H]([C@@H]2[C@H](C1)SC1=NNC=N1)C(=O)O)C(=O)O ((1R,2S,4S,5R,6R)-2-tert-Butoxycarbonylamino-4-(1H-[1,2,4]triazol-3-ylsulfanyl)-bicyclo[3.1.0]hexane-2,6-dicarboxylic acid), solid. Isolated yield 95.0%. Reaction SMILES: C([O:3][C:4]([C@:6]1([NH:23][C:24]([O:26][C:27]([CH3:30])([CH3:29])[CH3:28])=[O:25])[CH2:11][C@H:10]([S:12][C:13]2[N:17]=[CH:16][NH:15][N:14]=2)[C@@H:9]2[C@H:7]1[C@H:8]2[C:18]([O:20]CC)=[O:19])=[O:5])C.[OH-].[Li+]>O1CCCC1>[C:27]([O:26][C:24]([NH:23][C@@:6]1([C:4]([OH:5])=[O:3])[CH2:11][C@H:10]([S:12][C:13]2[N:17]=[CH:16][NH:15][N:14]=2)[C@@H:9]2[C@H:7]1[C@H:8]2[C:18]([OH:20])=[O:19])=[O:25])([CH3:30])([CH3:28])[CH3:29] |f:1.2|. Procedure details: To diethyl(1R,2S,4S,5R,6R)-2-tert-butoxycarbonylamino-4-(1H-[1,2,4]triazol-3-ylsulfanyl)-bicyclo[3.1.0]hexane-2,6-dicarboxylate (1.9 g, 4.31 mmol) in tetrahydrofuran (20 mL) add 2.5M aqueous solution lithium hydroxide (20.70 mL, 51.76 mmol) and stir at room temperature overnight. Evaporate the tetrahydrofuran. Dilute with water and wash with ethyl acetate. Discard the organic layer. Adjust aqueous phase to pH=2 with 5M hydrochloric acid and extract with ethyl acetate. Separate the layers and dry...